Dataset: the Open Reaction Database (ORD), a public repository of structured organic reaction records. Task: describe an organic reaction: reactants, conditions, products, and yield The reactants are ClC1=C(C=C(C(=C1)OC)F)[N+](=O)[O-] (1-Chloro-4-fluoro-5-methoxy-2-nitro-benzene), Cl (HCl). The solvent is O (water). Conditions: temperature 55 celsius. Product: ClC1=C(N)C=C(C(=C1)OC)F (2-chloro-5-fluoro-4-methoxyaniline). The yield is 186.7%. Reaction SMILES: [Cl:1][C:2]1[CH:7]=[C:6]([O:8][CH3:9])[C:5]([F:10])=[CH:4][C:3]=1[N+:11]([O-])=O.Cl>O>[Cl:1][C:2]1[CH:7]=[C:6]([O:8][CH3:9])[C:5]([F:10])=[CH:4][C:3]=1[NH2:11]. Procedure details: 1-Chloro-4-fluoro-5-methoxy-2-nitro-benzene (16.3 g, 79.3 mmol) and Sn granules (29.1 g, 246 mmol) were suspended in water (200 mL). Concentrated HCl (79 mL, 952 mmol) was added dropwise over 20 min. The resulting mixture was heated to 55° C. for 3 h. The solution was cooled to room temperature and carefully quenched with 1 N NaOH. The thick mixture was filtered through celite eluting the ethyl acetate to give a clear solution which was extracted with ethyl acetate. The ethyl acetate layers were... Starting materials: N[C@@H](CC1=CC=CC=C1)C(=O)O (Phenylalanine), ClC(Cl)(OC(OC(Cl)(Cl)Cl)=O)Cl (triphosgene), [Al] (aluminum). The solvent is C1CCOC1 (THF). Run at temperature 50 celsius. The product is C1=CC=C(C=C1)C[C@H]2C(=O)OC(=O)N2 (L-Phenylalanine N-carboxyanhydride). RXN SMILES: [NH2:1][C@H:2]([C:10]([OH:12])=[O:11])[CH2:3][C:4]1[CH:9]=[CH:8][CH:7]=[CH:6][CH:5]=1.Cl[C:14](Cl)([O:16]C(=O)OC(Cl)(Cl)Cl)Cl.[Al]>C1COCC1>[CH:7]1[CH:8]=[CH:9][C:4]([CH2:3][C@@H:2]2[NH:1][C:14](=[O:16])[O:12][C:10]2=[O:11])=[CH:5][CH:6]=1. Reported procedure: A 1 L round bottom was dried in an oven prior to use (oven temp=120 ° C.). The glassware was cooled under an inert nitrogen atmosphere. Phenylalanine (50.0 g, 303 mmol) was added to the flask. Anhydrous THF (600 mL, 0.5 M) was charged to give a suspension of white solid. The mixture was heated to 50° C. and triphosgene (35.9 g, 121 mmol) was added as a solid. The suspension was stirred until the reaction was clear (−30 min). The reaction mixture was concentrated to an oil and then was slowly pou... The reactants are O=C(CBr)c1ccc(Br)cc1, O=C([O-])[O-], [K+], [K+], CN(C)C=O, CCOC(=O)C1=Cc2cc(O)ccc2OC1C(F)(F)F. The product is CCOC(=O)C1=Cc2cc(OCC(=O)c3ccc(Br)cc3)ccc2OC1C(F)(F)F. Reaction SMILES: [Br:21][c:22]1[cH:23][cH:24][c:25]([C:28]([CH2:29][Br:30])=[O:31])[cH:26][cH:27]1.[C:32](=[O:33])([O-:34])[O-:35].[K+:36].[K+:37].[O:38]=[CH:39][N:40]([CH3:41])[CH3:42].[OH:1][c:2]1[cH:3][c:4]2[c:9]([cH:10][cH:11]1)[O:8][CH:7]([C:12]([F:13])([F:14])[F:15])[C:6]([C:16](=[O:17])[O:18][CH2:19][CH3:20])=[CH:5]2>>[O:1]([c:2]1[cH:3][c:4]2[c:9]([cH:10][cH:11]1)[O:8][CH:7]([C:12]([F:13])([F:14])[F:15])[C:6]([C:16](=[O:17])[O:18][CH2:19][CH3:20])=[CH:5]2)[CH2:29][C:28]([c:25]1[cH:24][cH:23][c:22]([Br:21])[cH:27][cH:26]1)=[O:31]. Starting materials: NC=1C(=CC(=C(C1)C=1C(N(C2=CC(=NC=C2C1)Cl)CC)=O)C)F (3-(5-amino-4-fluoro-2-methylphenyl)-7-chloro-1-ethyl-1,6-naphthyridin-2(1H)-one), COC1=CC=C(CN)C=C1 (4-methoxybenzylamine), aq. solution. Solvent: C(C)(=O)O (acetic acid). Conditions: time 0.5 hour. Product: COC1=CC=C(CNC2=NC=C3C=C(C(N(C3=C2)CC)=O)C2=C(C=C(C(=C2)N)F)C)C=C1 (7-(4-methoxybenzylamino)-3-(5-amino-4-fluoro-2-methylphenyl)-1-ethyl-1,6-naphthyridin-2(1H)-one). Reaction SMILES: [NH2:1][C:2]1[C:3]([F:23])=[CH:4][C:5]([CH3:22])=[C:6]([C:8]2[C:9](=[O:21])[N:10]([CH2:19][CH3:20])[C:11]3[C:16]([CH:17]=2)=[CH:15][N:14]=[C:13](Cl)[CH:12]=3)[CH:7]=1.[CH3:24][O:25][C:26]1[CH:33]=[CH:32][C:29]([CH2:30][NH2:31])=[CH:28][CH:27]=1>C(O)(=O)C>[CH3:24][O:25][C:26]1[CH:33]=[CH:32][C:29]([CH2:30][NH:31][C:13]2[CH:12]=[C:11]3[C:16]([CH:17]=[C:8]([C:6]4[CH:7]=[C:2]([NH2:1])[C:3]([F:23])=[CH:4][C:5]=4[CH3:22])[C:9](=[O:21])[N:10]3[CH2:19][CH3:20])=[CH:15][N:14]=2)=[CH:28][CH:27]=1. Reported procedure: A solution of Example A6 (2.5 g, 7.5 mmol) and 4-methoxybenzylamine (30 mL) was refluxed at 140° C. for 2 h. After cooling to RT, the reaction mixture was poured into a 20% aq. solution of acetic acid and stirred for 0.5 h. The mixture was filtered to provide 7-(4-methoxybenzylamino)-3-(5-amino-4-fluoro-2-methylphenyl)-1-ethyl-1,6-naphthyridin-2(1H)-one. Reactants: FC(C1=CC=C(C=C1)C=CCC12C(C(=O)NC1=O)C=CC=C2)(F)F (2-[3-(4-trifluoromethylphenyl)-2-propenyl]phthalimide), O.NN (hydrazine hydrate). Run in C(C)O (ethanol). Yields the product FC(C1=CC=C(C=C1)C=CCN)(F)F (3-(4-trifluoromethylphenyl)-2-propenylamine). The yield is 100.2%. Reaction SMILES: [F:1][C:2]([F:24])([F:23])[C:3]1[CH:8]=[CH:7][C:6]([CH:9]=[CH:10][CH2:11]C23C=CC=CC2C(NC3=O)=O)=[CH:5][CH:4]=1.O.[NH2:26]N>C(O)C>[F:1][C:2]([F:24])([F:23])[C:3]1[CH:8]=[CH:7][C:6]([CH:9]=[CH:10][CH2:11][NH2:26])=[CH:5][CH:4]=1 |f:1.2|. Procedure details: A mixture of 2-[3-(4-trifluoromethylphenyl)-2-propenyl]phthalimide (4.57 g, 13.79 mmol) prepared in Reference Example 102 and hydrazine hydrate (897 mg, 17.93 mmol) in ethanol (80 ml) was heated under reflux for 3 hours. The reaction mixture was allowed to return to room temperature and filtered, and the filtrate was concentrated under reduced pressure. To the residue, ethyl acetate was added, and the resulting mixture was washed with 1 N sodium hydroxide aqueous solution and brine, and dried ov... The reactants are FC1=CC=C(C=C1)N1N=CC2=CC(=CC=C12)O[C@@H]([C@H](C)N)C1=CC(=CC=C1)OC ((1R,2S)-1-{[1-(4-fluorophenyl)-1H-indazol-5-yl]oxy}-1-(3-methoxyphenyl)propan-2-amine), CC=1N=CSC1C(=O)O (4-methylthiazole-5-carboxylic acid). Yields the product FC1=CC=C(C=C1)N1N=CC2=CC(=CC=C12)O[C@@H]([C@H](C)NC(=O)C1=C(N=CS1)C)C1=CC(=CC=C1)OC (N-[(1R,2S)-1-[1-(4-fluorophenyl)indazol-5-yl]oxy-1-(3-methoxyphenyl)propan-2yl]-4-methyl-1,3-thiazole-5-carboxamide). RXN SMILES: [F:1][C:2]1[CH:7]=[CH:6][C:5]([N:8]2[C:16]3[C:11](=[CH:12][C:13]([O:17][C@H:18]([C:22]4[CH:27]=[CH:26][CH:25]=[C:24]([O:28][CH3:29])[CH:23]=4)[C@@H:19]([NH2:21])[CH3:20])=[CH:14][CH:15]=3)[CH:10]=[N:9]2)=[CH:4][CH:3]=1.[CH3:30][C:31]1[N:32]=[CH:33][S:34][C:35]=1[C:36](O)=[O:37]>>[F:1][C:2]1[CH:3]=[CH:4][C:5]([N:8]2[C:16]3[C:11](=[CH:12][C:13]([O:17][C@H:18]([C:22]4[CH:27]=[CH:26][CH:25]=[C:24]([O:28][CH3:29])[CH:23]=4)[C@@H:19]([NH:21][C:36]([C:35]4[S:34][CH:33]=[N:32][C:31]=4[CH3:30])=[O:37])[CH3:20])=[CH:14][CH:15]=3)[CH:10]=[N:9]2)=[CH:6][CH:7]=1. Procedure: Prepared as described in Example 269 from (1R,2S)-1-(1-(4-fluorophenyl)-1H-indazol-5-yloxy)-1-(3-methoxyphenyl)propan-2-amine (6a, 50 mg, 0.13 mmol) and 4-methylthiazole-5-carboxylic acid (21 mg, 0.15 mmol). Starting materials: COC=1C(=NC=C(N1)C)C(=O)OC (methyl 3-methoxy-5-methylpyrazine-carboxylate), N (NH3). Conditions: temperature 50 celsius. The product is COC=1C(=NC=C(N1)C)C(=O)N (3-methoxy-5-methylpyrazine-2-carboxamide). Yield: 87.0%. As a reaction SMILES: [CH3:1][O:2][C:3]1[C:4]([C:10]([O:12]C)=O)=[N:5][CH:6]=[C:7]([CH3:9])[N:8]=1.[NH3:14]>>[CH3:1][O:2][C:3]1[C:4]([C:10]([NH2:14])=[O:12])=[N:5][CH:6]=[C:7]([CH3:9])[N:8]=1. Reported procedure: 1 g (5.5 mmol) of methyl 3-methoxy-5-methylpyrazine-carboxylate was initially charged in 15 ml (198 mmol) of NH3 (25%) and the mixture was stirred at 50° C. After concentration, 0.8 g of 3-methoxy-5-methylpyrazine-2-carboxamide was obtained. The yield was 86 percent. Other data concerning the title product was: Reactants: BrC=1C=C(C(=O)NC2=CC=C(C3=CC=CC=C23)OCCN2CCOCC2)C=CC1 (3-bromo-N-[4-(2-morpholin-4-yl-ethoxy)-naphthalen-1-yl]-benzamide), C1(=CC=CC=C1)B(O)O (phenyl boronic acid). The product is N1(CCOCC1)CCOC1=CC=C(C2=CC=CC=C12)NC(=O)C=1C=C(C=CC1)C1=CC=CC=C1 (Biphenyl-3-carboxylic acid [4-(2-morpholin-4-yl-ethoxy)-naphthalen-1-yl]-amide). RXN SMILES: Br[C:2]1[CH:3]=[C:4]([CH:27]=[CH:28][CH:29]=1)[C:5]([NH:7][C:8]1[C:17]2[C:12](=[CH:13][CH:14]=[CH:15][CH:16]=2)[C:11]([O:18][CH2:19][CH2:20][N:21]2[CH2:26][CH2:25][O:24][CH2:23][CH2:22]2)=[CH:10][CH:9]=1)=[O:6].[C:30]1(B(O)O)[CH:35]=[CH:34][CH:33]=[CH:32][CH:31]=1>>[N:21]1([CH2:20][CH2:19][O:18][C:11]2[C:12]3[C:17](=[CH:16][CH:15]=[CH:14][CH:13]=3)[C:8]([NH:7][C:5]([C:4]3[CH:3]=[C:2]([C:30]4[CH:35]=[CH:34][CH:33]=[CH:32][CH:31]=4)[CH:29]=[CH:28][CH:27]=3)=[O:6])=[CH:9][CH:10]=2)[CH2:26][CH2:25][O:24][CH2:23][CH2:22]1. Procedure details: Compound is prepared from 3-bromo-N-[4-(2-morpholin-4-yl-ethoxy)-naphthalen-1-yl]-benzamide and phenyl boronic acid according to conditions described in general procedure K. 1H NMR 300 MHz (DMSO-d6) δ 10.4 (s, 1H), 8.4 (s, 1H), 8.2 (m, 1H), 8.05 (d, 1H, J=7.2 Hz), 7.9 (m, 2H), 7.8 (m, 2H), 7.4-7.7 (m, 7H), 7.0 (d, 1H, J=10.1Hz), 4.3 (m, 2H), 3.6 (s, 4H), 2.9 (m, 2H), 2.6 (m, 4H). Reactants: CCOC(C)=O, CCCCCC, Cc1c(NC(=O)CC(C)(C)C)cc2c(c1C)OC(C)(C)C2(O)CCc1ccccc1. Product: Cc1c(NC(=O)CC(C)(C)C)cc2c(c1C)OC(C)(C)C2CCc1ccccc1. RXN SMILES: [C:37]([O:38][CH2:39][CH3:40])(=[O:41])[CH3:42].[CH3:31][CH2:32][CH2:33][CH2:34][CH2:35][CH3:36].[OH:1][C:2]1([CH2:23][CH2:24][c:25]2[cH:26][cH:27][cH:28][cH:29][cH:30]2)[C:3]([CH3:21])([CH3:22])[O:4][c:5]2[c:6]1[cH:7][c:8]([NH:13][C:14]([CH2:15][C:16]([CH3:17])([CH3:18])[CH3:19])=[O:20])[c:9]([CH3:12])[c:10]2[CH3:11]>>[CH:2]1([CH2:23][CH2:24][c:25]2[cH:26][cH:27][cH:28][cH:29][cH:30]2)[C:3]([CH3:21])([CH3:22])[O:4][c:5]2[c:6]1[cH:7][c:8]([NH:13][C:14]([CH2:15][C:16]([CH3:17])([CH3:18])[CH3:19])=[O:20])[c:9]([CH3:12])[c:10]2[CH3:11].